This data is from the Open Reaction Database (ORD), a public repository of structured organic reaction records. The task is: describe an organic reaction: reactants, conditions, products, and yield Starting materials: [Br-], CC[Mg+], C[Sn](C)(C)Cl, [Cl-], ClCCl, Cc1ncc(I)n1CCOC1CCCCO1, Cc1nc(I)cn1CCOC1CCCCO1, [NH4+]. Yields the product Cc1nc([Sn](C)(C)C)cn1CCOC1CCCCO1. RXN SMILES: [Br-:33].[CH2:34]([Mg+:35])[CH3:36].[CH3:37][Sn:38]([CH3:39])([CH3:40])[Cl:41].[Cl-:42].[Cl:44][CH2:45][Cl:46].[I:17][c:18]1[n:19]([CH2:20][CH2:21][O:22][CH:23]2[CH2:24][CH2:25][CH2:26][CH2:27][O:28]2)[c:29]([CH3:30])[n:31][cH:32]1.[I:1][c:2]1[n:3][c:4]([CH3:16])[n:5]([CH2:7][CH2:8][O:9][CH:10]2[O:11][CH2:12][CH2:13][CH2:14][CH2:15]2)[cH:6]1.[NH4+:43]>>[c:2]1([Sn:38]([CH3:37])([CH3:39])[CH3:40])[n:3][c:4]([CH3:16])[n:5]([CH2:7][CH2:8][O:9][CH:10]2[O:11][CH2:12][CH2:13][CH2:14][CH2:15]2)[cH:6]1.